describe an organic reaction: reactants, conditions, products, and yield From a dataset of the Open Reaction Database (ORD), a public repository of structured organic reaction records. Reactants: C[Si](C)(C)Oc1ccc(-c2ccc(C=CCCCO)cc2)nc1, CCOC(C)=O, [Pd]. Yields the product C[Si](C)(C)Oc1ccc(-c2ccc(CCCCCO)cc2)nc1. RXN SMILES: [CH3:1][Si:2]([O:3][c:4]1[cH:5][cH:6][c:7](-[c:10]2[cH:11][cH:12][c:13]([CH:16]=[CH:17][CH2:18][CH2:19][CH2:20][OH:21])[cH:14][cH:15]2)[n:8][cH:9]1)([CH3:22])[CH3:23].[CH3:25][CH2:26][O:27][C:28](=[O:29])[CH3:30].[Pd:24]>>[CH3:1][Si:2]([O:3][c:4]1[cH:5][cH:6][c:7](-[c:10]2[cH:11][cH:12][c:13]([CH2:16][CH2:17][CH2:18][CH2:19][CH2:20][OH:21])[cH:14][cH:15]2)[n:8][cH:9]1)([CH3:22])[CH3:23]. Starting materials: CC(C)(C)OC(=O)N1CCC(CNc2cc(Cl)ncc2[N+](=O)[O-])CC1, CCN(C(C)C)C(C)C, NCc1ccccc1OC(F)(F)F. Yields the product CC(C)(C)OC(=O)N1CCC(CNc2cc(NCc3ccccc3OC(F)(F)F)ncc2[N+](=O)[O-])CC1. As a reaction SMILES: [C:1]([CH3:2])([CH3:3])([CH3:4])[O:5][C:6](=[O:7])[N:8]1[CH2:9][CH2:10][CH:11]([CH2:14][NH:15][c:16]2[cH:17][c:18]([Cl:25])[n:19][cH:20][c:21]2[N+:22](=[O:23])[O-:24])[CH2:12][CH2:13]1.[CH:39]([N:40]([CH:41]([CH3:42])[CH3:43])[CH2:44][CH3:45])([CH3:46])[CH3:47].[F:26][C:27]([O:28][c:29]1[c:30]([CH2:31][NH2:32])[cH:33][cH:34][cH:35][cH:36]1)([F:37])[F:38]>>[C:1]([CH3:2])([CH3:3])([CH3:4])[O:5][C:6](=[O:7])[N:8]1[CH2:9][CH2:10][CH:11]([CH2:14][NH:15][c:16]2[cH:17][c:18]([NH:32][CH2:31][c:30]3[c:29]([O:28][C:27]([F:26])([F:37])[F:38])[cH:36][cH:35][cH:34][cH:33]3)[n:19][cH:20][c:21]2[N+:22](=[O:23])[O-:24])[CH2:12][CH2:13]1.